Dataset: the Open Reaction Database (ORD), a public repository of structured organic reaction records. Task: describe an organic reaction: reactants, conditions, products, and yield Reactants: O=C(O)c1ccc(F)nc1F, O=S(Cl)Cl, NCc1cccs1. Product: O=C(NCc1cccs1)c1ccc(F)nc1F. As a reaction SMILES: [F:1][c:2]1[c:3]([C:4](=[O:5])[OH:6])[cH:7][cH:8][c:9]([F:11])[n:10]1.[S:19]([Cl:20])([Cl:21])=[O:22].[s:12]1[c:13]([CH2:17][NH2:18])[cH:14][cH:15][cH:16]1>>[F:1][c:2]1[c:3]([C:4](=[O:6])[NH:18][CH2:17][c:13]2[s:12][cH:16][cH:15][cH:14]2)[cH:7][cH:8][c:9]([F:11])[n:10]1. The reactants are O=C([O-])[O-], CCOP(=O)(Cl)OCC, CN(C)c1nc(O)cc(C(F)(F)F)n1, CCOC(C)=O, [K+], [K+]. The product is CCOP(=O)(OCC)Oc1cc(C(F)(F)F)nc(N(C)C)n1. RXN SMILES: [C:15](=[O:16])([O-:17])[O-:18].[CH2:21]([CH3:22])[O:23][P:24]([O:25][CH2:26][CH3:27])(=[O:28])[Cl:29].[CH3:1][N:2]([c:3]1[n:4][c:5]([OH:13])[cH:6][c:7]([C:9]([F:10])([F:11])[F:12])[n:8]1)[CH3:14].[CH3:30][CH2:31][O:32][C:33](=[O:34])[CH3:35].[K+:19].[K+:20]>>[CH3:1][N:2]([c:3]1[n:4][c:5]([O:13][P:24]([O:23][CH2:21][CH3:22])([O:25][CH2:26][CH3:27])=[O:28])[cH:6][c:7]([C:9]([F:10])([F:11])[F:12])[n:8]1)[CH3:14]. The reactants are COC(CCC=1C(N(C(NC1)=O)NC(=O)C=1C=NC(=NC1)C1=CC=CC=C1)=O)=O (3-{2,4-Dioxo-3-[(2-pheyl-pyrimidine-5-carbonyl)-amino]-1,2,3,4-tetrahydro-pyrimidin-5-yl}-propionic acid methyl ester), [Li+].[OH-] (LiOH). The solvent is CO.O.C1CCOC1 (MeOH water THF). Product: O=C1NC=C(C(N1NC(=O)C=1C=NC(=NC1)C1=CC=CC=C1)=O)CCC(=O)O (3-{2,4-dioxo-3-[(2-pheyl-pyrimidine-5-carbonyl)-amino]-1,2,3,4-tetrahydro-pyrimidin-5-yl}-propionic acid). Isolated yield 0.0%. RXN SMILES: C[O:2][C:3](=[O:29])[CH2:4][CH2:5][C:6]1[C:7](=[O:28])[N:8]([NH:13][C:14]([C:16]2[CH:17]=[N:18][C:19]([C:22]3[CH:27]=[CH:26][CH:25]=[CH:24][CH:23]=3)=[N:20][CH:21]=2)=[O:15])[C:9](=[O:12])[NH:10][CH:11]=1.[Li+].[OH-]>CO.O.C1COCC1>[O:12]=[C:9]1[N:8]([NH:13][C:14]([C:16]2[CH:21]=[N:20][C:19]([C:22]3[CH:27]=[CH:26][CH:25]=[CH:24][CH:23]=3)=[N:18][CH:17]=2)=[O:15])[C:7](=[O:28])[C:6]([CH2:5][CH2:4][C:3]([OH:29])=[O:2])=[CH:11][NH:10]1 |f:1.2,3.4.5|. Reported procedure: 3-{2,4-Dioxo-3-[(2-pheyl-pyrimidine-5-carbonyl)-amino]-1,2,3,4-tetrahydro-pyrimidin-5-yl}-propionic acid methyl ester (0.22 mol) is hydrolyzed by LiOH (0.88 mol) in MeOH/water/THF (1:1:1) at rt overnight. MeOH and THF are evaporated in vacuo. The residue is acidified by 5% aqueous HCl. The resulting precipitate is collected and dried to afford 3-{2,4-dioxo-3-[(2-pheyl-pyrimidine-5-carbonyl)-amino]-1,2,3,4-tetrahydro-pyrimidin-5-yl}-propionic acid (40 mg, 48%). MS: 383 (M+H); 1H NMR (300 MHz, CD3... The reactants are C(C)(=O)C1=C(C=C(O)C(=C1)C(C)=O)O (4,6-Diacetyl resorcinol), [OH-].[Na+] (sodium hydroxide), ICCCC (1-iodobutane). The solvent is O (water). Yields the product C(CCC)C1=C(O)C(=CC(=C1O)C(C)=O)C(C)=O (2-n-Butyl-4,6-diacetyl resorcinol). RXN SMILES: [C:1]([C:4]1[CH:10]=[C:9]([C:11](=[O:13])[CH3:12])[C:7]([OH:8])=[CH:6][C:5]=1[OH:14])(=[O:3])[CH3:2].[OH-].[Na+].I[CH2:18][CH2:19][CH2:20][CH3:21]>O>[CH2:18]([C:6]1[C:7]([OH:8])=[C:9]([C:11](=[O:13])[CH3:12])[CH:10]=[C:4]([C:1](=[O:3])[CH3:2])[C:5]=1[OH:14])[CH2:19][CH2:20][CH3:21] |f:1.2|. Procedure details: 4,6-Diacetyl resorcinol (485 g, 2.5 m) sodium hydroxide (220 g, 5 m), 1-iodobutane (285 ml, 2.5 m) and water (2 l) were heated on a steam bath for 16 hours, cooled to 20° and the yellow-white precipitate filtered and washed with water. The solid was washed with dilute hydrochloric acid, extracted into chloroform (2×1.5 l) and the chloroform solution washed with water (2 l) and brine (1 l), then dried (anhyd. Na2SO4). Filtration and removal of solvent gave an oil (420 g) which crystallised on sta... The reactants are C(C)(C)(C)OC(=O)N1CCC(CC1)OC1=C(C=NC=C1)C1=CC=2C3=C(N(C2C=N1)COCC[Si](C)(C)C)N=CC(=C3)C=3C=NN(C3)C (4-{3-[3(1-methyl-1H-pyrazol-4-yl)-9-(2-trimethylsilanylethoxy methyl)-9H-dipyrido[2,3-b;4′,3′-d]pyrrol-6-yl]-pyridin-4-yloxy}-piperidine-1-carboxylic acid tert-butyl ester). The solvent is CCCC[N+](CCCC)(CCCC)CCCC.[F-] (TBAF). Run at temperature 50 celsius, time 30 minute. Yields the product CN1N=CC(=C1)C1=CC2=C(NC3=C2C=C(N=C3)C=3C=NC=CC3OC3CCNCC3)N=C1 (3-(1-Methyl-1H-pyrazol-4-yl)-6-[4-(piperidin-4-yloxy)-pyridin-3-yl]-9H-dipyrido[2,3-b;4′,3′-d]pyrrole). The yield is 39.2%. RXN SMILES: C(OC([N:8]1[CH2:13][CH2:12][CH:11]([O:14][C:15]2[CH:20]=[CH:19][N:18]=[CH:17][C:16]=2[C:21]2[N:29]=[CH:28][C:27]3[N:26](COCC[Si](C)(C)C)[C:25]4[N:38]=[CH:39][C:40]([C:42]5[CH:43]=[N:44][N:45]([CH3:47])[CH:46]=5)=[CH:41][C:24]=4[C:23]=3[CH:22]=2)[CH2:10][CH2:9]1)=O)(C)(C)C>CCCC[N+](CCCC)(CCCC)CCCC.[F-]>[CH3:47][N:45]1[CH:46]=[C:42]([C:40]2[CH:39]=[N:38][C:25]3[NH:26][C:27]4[CH:28]=[N:29][C:21]([C:16]5[CH:17]=[N:18][CH:19]=[CH:20][C:15]=5[O:14][CH:11]5[CH2:10][CH2:9][NH:8][CH2:13][CH2:12]5)=[CH:22][C:23]=4[C:24]=3[CH:41]=2)[CH:43]=[N:44]1 |f:1.2|. Procedure details: A mixture of 4-{3-[3(1-methyl-1H-pyrazol-4-yl)-9-(2-trimethylsilanylethoxy methyl)-9H-dipyrido[2,3-b;4′,3′-d]pyrrol-6-yl]-pyridin-4-yloxy}-piperidine-1-carboxylic acid tert-butyl ester (0.1 g, 0.15 mmol) in TBAF (1N in THF, 10 mL) was heated at 50° C. for 19 h. The cooled reaction mixture was partitioned between water and ethyl acetate. The organic layer was separated, dried over sodium sulfate, filtered and concentrated in vacuo, to afford a residue which was purified by flash chromatography (s... Reactants: BrCC1CCCCO1, COc1cc2c(cc1C)C1(CO2)C(=O)Nc2ccccc21, Cc1ccc(S(=O)(=O)OCC2CCCO2)cc1. Product: COc1cc2c(cc1C)C1(CO2)C(=O)N(CC2CCCO2)c2ccccc21. As a reaction SMILES: [Br:39][CH2:40][CH:41]1[CH2:42][CH2:43][CH2:44][CH2:45][O:46]1.[CH3:1][O:2][c:3]1[cH:4][c:5]2[c:6]([cH:19][c:20]1[CH3:21])[C:7]1([CH2:8][O:9]2)[C:10](=[O:18])[NH:11][c:12]2[cH:13][cH:14][cH:15][cH:16][c:17]21.[CH3:22][c:23]1[cH:24][cH:25][c:26]([S:27]([O:28][CH2:33][CH:34]2[O:35][CH2:36][CH2:37][CH2:38]2)(=[O:29])=[O:30])[cH:31][cH:32]1>>[CH3:1][O:2][c:3]1[cH:4][c:5]2[c:6]([cH:19][c:20]1[CH3:21])[C:7]1([CH2:8][O:9]2)[C:10](=[O:18])[N:11]([CH2:33][CH:34]2[O:35][CH2:36][CH2:37][CH2:38]2)[c:12]2[cH:13][cH:14][cH:15][cH:16][c:17]21. The reactants are O=Cc1ccccc1B(O)O, O=C([O-])C(F)(F)F, O=S(=O)(Oc1cccc(-n2cnc3cc(-c4ccoc4)cnc32)c1)C(F)(F)F. Yields the product O=Cc1ccccc1-c1cccc(-n2cnc3cc(-c4ccoc4)cnc32)c1. RXN SMILES: [CH:29](=[O:30])[c:31]1[c:32]([B:37]([OH:38])[OH:39])[cH:33][cH:34][cH:35][cH:36]1.[O-:40][C:41]([C:42]([F:43])([F:44])[F:45])=[O:46].[o:1]1[cH:2][c:3](-[c:6]2[cH:7][c:8]3[c:9]([n:10][cH:11]2)[n:12](-[c:15]2[cH:16][c:17]([O:21][S:22]([C:23]([F:24])([F:25])[F:26])(=[O:27])=[O:28])[cH:18][cH:19][cH:20]2)[cH:13][n:14]3)[cH:4][cH:5]1>>[o:1]1[cH:2][c:3](-[c:6]2[cH:7][c:8]3[c:9]([n:10][cH:11]2)[n:12](-[c:15]2[cH:16][c:17](-[c:32]4[c:31]([CH:29]=[O:30])[cH:36][cH:35][cH:34][cH:33]4)[cH:18][cH:19][cH:20]2)[cH:13][n:14]3)[cH:4][cH:5]1.